This data is from the Open Reaction Database (ORD), a public repository of structured organic reaction records. The task is: describe an organic reaction: reactants, conditions, products, and yield Reactants: CC(C)O, Cc1c(SCCCCl)ccnc1CCl, Cl, Sc1ccncc1. Reaction SMILES: [CH:23]([OH:24])([CH3:25])[CH3:26].[Cl:9][CH2:10][c:11]1[n:12][cH:13][cH:14][c:15]([S:18][CH2:19][CH2:20][CH2:21][Cl:22])[c:16]1[CH3:17].[ClH:8].[SH:1][c:2]1[cH:3][cH:4][n:5][cH:6][cH:7]1>>[ClH:9].[S:1]([c:2]1[cH:3][cH:4][n:5][cH:6][cH:7]1)[CH2:10][c:11]1[n:12][cH:13][cH:14][c:15]([S:18][CH2:19][CH2:20][CH2:21][Cl:22])[c:16]1[CH3:17]. Product: Cl, Cc1c(SCCCCl)ccnc1CSc1ccncc1. The reactants are O=C([O-])[O-], CN(C)C=O, COc1cccc(S(=O)(=O)NC(C)c2ccc(F)cc2-c2ccc(F)cc2F)c1, [K+], [K+]. Yields the product COc1cccc(S(=O)(=O)N2c3cc(F)ccc3-c3cc(F)ccc3C2C)c1. As a reaction SMILES: [C:30](=[O:31])([O-:32])[O-:33].[CH3:36][N:37]([CH3:38])[CH:39]=[O:40].[F:1][c:2]1[c:3](-[c:9]2[c:10]([CH:16]([CH3:17])[NH:18][S:19](=[O:20])(=[O:21])[c:22]3[cH:23][c:24]([O:28][CH3:29])[cH:25][cH:26][cH:27]3)[cH:11][cH:12][c:13]([F:15])[cH:14]2)[cH:4][cH:5][c:6]([F:8])[cH:7]1.[K+:34].[K+:35]>>[c:2]12[c:3]([cH:4][cH:5][c:6]([F:8])[cH:7]1)-[c:9]1[c:10]([cH:11][cH:12][c:13]([F:15])[cH:14]1)[CH:16]([CH3:17])[N:18]2[S:19](=[O:20])(=[O:21])[c:22]1[cH:23][c:24]([O:28][CH3:29])[cH:25][cH:26][cH:27]1. The reactants are COCCOCCBr, O=C([O-])[O-], COc1ccc(OC)c2c1NC(=O)C2=O, CN(C)C=O, [Cs+], [Cs+], C1CCOC1. The product is COCCOCCN1C(=O)C(=O)c2c(OC)ccc(OC)c21. As a reaction SMILES: [Br:22][CH2:23][CH2:24][O:25][CH2:26][CH2:27][O:28][CH3:29].[C:16](=[O:17])([O-:18])[O-:19].[CH3:1][O:2][c:3]1[c:4]2[c:8]([c:9]([O:12][CH3:13])[cH:10][cH:11]1)[NH:7][C:6](=[O:14])[C:5]2=[O:15].[CH3:30][N:31]([CH3:32])[CH:33]=[O:34].[Cs+:20].[Cs+:21].[O:35]1[CH2:36][CH2:37][CH2:38][CH2:39]1>>[CH3:1][O:2][c:3]1[c:4]2[c:8]([c:9]([O:12][CH3:13])[cH:10][cH:11]1)[N:7]([CH2:23][CH2:24][O:25][CH2:26][CH2:27][O:28][CH3:29])[C:6](=[O:14])[C:5]2=[O:15]. Reactants: COC1=CC=C(C(C2=C(C=CC=C2)CO)O)C=C1 (4'-methoxy-2-hydroxymethylbenzhydrol), C(C)(=O)O (acetic acid), [Se](=O)=O (selenium dioxide). Product: C(C1=CC=C(C=C1)OC)(=O)C1=C(C=O)C=CC=C1 (2-(p-anisoyl)-benzaldehyde). Reported procedure: A solution of 26 g. of 4'-methoxy-2-hydroxymethylbenzhydrol in 140 ml. of acetic acid and 14.5 g. selenium dioxide was refluxed for 2 hours. The mixture was filtered and the filtrate was made basic. An oil separated which crystallized on standing and was collected. Recrystallization from a mixture of methylene chloride and petroleum ether gave off-white platelets melting at 90°-91°. Ultraviolet maxima (2-propanol) at 221 μ (ε = 21,600), 258 μ ε = 12,400) and 292 μ (ε = 17,000); infrared absorpti... RXN SMILES: [CH3:1][O:2][C:3]1[CH:18]=[CH:17][C:6]([CH:7]([OH:16])[C:8]2[CH:13]=[CH:12][CH:11]=[CH:10][C:9]=2[CH2:14][OH:15])=[CH:5][CH:4]=1.C(O)(=O)C.[Se](=O)=O>CC(O)C>[C:7]([C:8]1[CH:13]=[CH:12][CH:11]=[CH:10][C:9]=1[CH:14]=[O:15])(=[O:16])[C:6]1[CH:5]=[CH:4][C:3]([O:2][CH3:1])=[CH:18][CH:17]=1. Run in CC(C)O (2-propanol).